From a dataset of the Open Reaction Database (ORD), a public repository of structured organic reaction records. describe an organic reaction: reactants, conditions, products, and yield Reactants: O1CCOC2=C1C=CC(=C2)CN(C(OC(C)(C)C)=O)C2CCN(CC2)CCN2C(C=CC1=C(C=CC=C21)Br)=O (tert-butyl (2,3-dihydro-1,4-benzodioxin-6-ylmethyl)(1-(2-(5-bromo-2-oxoquinolin-1(2H)-yl)ethyl)piperidin-4-yl)carbamate), FC(C(=O)O)(F)F (trifluoroacetic acid). The solvent is C(Cl)(Cl)Cl (chloroform). Reaction conditions: time 3 hour. The product is O1CCOC2=C1C=CC(=C2)CNC2CCN(CC2)CCN2C(C=CC1=C(C=CC=C21)Br)=O (1-(2-(4-((2,3-dihydro-1,4-benzodioxin-6-ylmethyl)amino)piperidin-1-yl)ethyl)-5-bromoquinolin-2(1H)-one). As a reaction SMILES: [O:1]1[C:6]2[CH:7]=[CH:8][C:9]([CH2:11][N:12]([CH:20]3[CH2:25][CH2:24][N:23]([CH2:26][CH2:27][N:28]4[C:37]5[C:32](=[C:33]([Br:38])[CH:34]=[CH:35][CH:36]=5)[CH:31]=[CH:30][C:29]4=[O:39])[CH2:22][CH2:21]3)C(=O)OC(C)(C)C)=[CH:10][C:5]=2[O:4][CH2:3][CH2:2]1.FC(F)(F)C(O)=O>C(Cl)(Cl)Cl>[O:1]1[C:6]2[CH:7]=[CH:8][C:9]([CH2:11][NH:12][CH:20]3[CH2:25][CH2:24][N:23]([CH2:26][CH2:27][N:28]4[C:37]5[C:32](=[C:33]([Br:38])[CH:34]=[CH:35][CH:36]=5)[CH:31]=[CH:30][C:29]4=[O:39])[CH2:22][CH2:21]3)=[CH:10][C:5]=2[O:4][CH2:3][CH2:2]1. Reported procedure: To 2 mL of a chloroform solution containing 244 mg of tert-butyl (2,3-dihydro-1,4-benzodioxin-6-ylmethyl)(1-(2-(5-bromo-2-oxoquinolin-1(2H)-yl)ethyl)piperidin-4-yl)carbamate, 2 mL of trifluoroacetic acid was added and stirred at room temperature for 3 hours. After solvents of the reaction mixture were removed under reduced pressure and the residue was alkalized by aqueous saturated sodium hydrogen carbonate solution, it was extracted with ethyl acetate. The organic layer was washed sequentially ... Reactants: BrC1=CC(=CS1)C(=O)N1CCC[C@@H]2CCCC[C@H]12 (cis-(5-Bromo-thiophen-3-yl)-(octahydro-quinolin-1-yl)-methanone), C([O-])([O-])=O.[K+].[K+] (potassium carbonate), CNCCNC (N,N′-dimethylethylene-diamine), N1C=NC=C1 (imidazole). Reagents/catalysts: [Cu]I (copper (I) iodide). Run in C(Cl)Cl (DCM), COCCOC (DME). Reaction conditions: temperature 120 celsius. The product is N1(C=NC=C1)C1=CC(=CS1)C(=O)N1CCCC2CCCCC12 ((5-Imidazol-1-yl-thiophen-3-yl)-(octahydro-quinolin-1-yl)-methanone). Yield: 274.8%. Reaction SMILES: Br[C:2]1[S:6][CH:5]=[C:4]([C:7]([N:9]2[C@@H:18]3[C@@H:13]([CH2:14][CH2:15][CH2:16][CH2:17]3)[CH2:12][CH2:11][CH2:10]2)=[O:8])[CH:3]=1.C(=O)([O-])[O-].[K+].[K+].C[NH:26][CH2:27][CH2:28][NH:29][CH3:30].N1C=CN=C1>COCCOC.C(Cl)Cl.[Cu]I>[N:26]1([C:2]2[S:6][CH:5]=[C:4]([C:7]([N:9]3[CH:18]4[CH:13]([CH2:14][CH2:15][CH2:16][CH2:17]4)[CH2:12][CH2:11][CH2:10]3)=[O:8])[CH:3]=2)[CH:27]=[CH:28][N:29]=[CH:30]1 |f:1.2.3|. Procedure: cis-(5-Bromo-thiophen-3-yl)-(octahydro-quinolin-1-yl)-methanone (0.15 mmol) was added to a solution of potassium carbonate (0.15 mmol), N,N′-dimethylethylene-diamine (0.03 mmol), imidazole (0.3 mmol) and copper (I) iodide (0.03 mmol) in DME (1 mL). The reaction mixture was heated under nitrogen to 120° C. for 90 hours and then diluted with DCM (5 mL) and washed with water. The organic solution was dried and filtered and the solvent evaporated. The residue was purified by HPLC, eluting with 10%-9... The reactants are CC(CC)(C)N (1,1-dimethylpropylamine), ClC(=O)OC1=CC=C(C=C1)[N+](=O)[O-] (4-nitrophenyl chloroformate), Br.COCCN1C(SC(=C1C)C)=N (3-(2-methoxyethyl)-4,5-dimethyl-3H-thiazol-2-ylideneamine hydrobromide). Run in C1CCOC1 (THF), C(C)(C)N(C(C)C)CC (N,N-diisopropylethyl amine). Run at time 300 second. Product: CC(CC)(C)NC(=O)\N=C\1/SC(=C(N1CCOC)C)C (1-(1,1-Dimethylpropyl)-3-[(2Z)-3-(2-methoxyethyl)-4,5-dimethyl-1,3-thiazol-2(3H)-ylidene]urea). Reaction SMILES: [CH3:1][C:2]([NH2:6])([CH3:5])[CH2:3][CH3:4].Cl[C:8](OC1C=CC([N+]([O-])=O)=CC=1)=[O:9].Br.[CH3:21][O:22][CH2:23][CH2:24][N:25]1[C:29]([CH3:30])=[C:28]([CH3:31])[S:27][C:26]1=[NH:32]>C1COCC1.C(N(CC)C(C)C)(C)C>[CH3:1][C:2]([NH:6][C:8](/[N:32]=[C:26]1\[S:27][C:28]([CH3:31])=[C:29]([CH3:30])[N:25]\1[CH2:24][CH2:23][O:22][CH3:21])=[O:9])([CH3:5])[CH2:3][CH3:4] |f:2.3|. Reported procedure: To a solution of 1,1-dimethylpropylamine (174 mg, 2.0 mmole) in 19 mL of THF and 1 mL of N,N-diisopropylethyl amine was added 4-nitrophenyl chloroformate (403 mg, 2.0 mmole). The solution was irradiated in a sealed tube placed in a single node microwave at 70° C. for 300 sec (maximum power 300 W) with stirring. The resulting solution was cooled to room temperature and 3-(2-methoxyethyl)-4,5-dimethyl-3H-thiazol-2-ylideneamine hydrobromide (587 mg, 2.2 mmole) from Example 12A was added. The sealed... Reactants: ClC1=C(C=C(C=C1)C(C)=O)[N+](=O)[O-] (1-(4-chloro-3-nitrophenyl)ethanone), NC1=CC=C(C=C1)CC(C)O (1-(4-Aminophenyl)-2-propanol). Yields the product OC(CC1=CC=C(C=C1)NC1=C(C=C(C=C1)C(C)=O)[N+](=O)[O-])C (1-(4-{[4-(2-hydroxypropyl)phenyl]amino}-3-nitrophenyl)ethanone). RXN SMILES: Cl[C:2]1[CH:7]=[CH:6][C:5]([C:8](=[O:10])[CH3:9])=[CH:4][C:3]=1[N+:11]([O-:13])=[O:12].[NH2:14][C:15]1[CH:20]=[CH:19][C:18]([CH2:21][CH:22]([OH:24])[CH3:23])=[CH:17][CH:16]=1>>[OH:24][CH:22]([CH3:23])[CH2:21][C:18]1[CH:19]=[CH:20][C:15]([NH:14][C:2]2[CH:7]=[CH:6][C:5]([C:8](=[O:10])[CH3:9])=[CH:4][C:3]=2[N+:11]([O-:13])=[O:12])=[CH:16][CH:17]=1. Procedure details: The title compound was prepared according to the procedure described in step 1 of Example 162 from 1-(4-chloro-3-nitrophenyl)ethanone and 1-(4-aminophenyl)-2-propanol (step 1 of Example 6). Reactants: BrC1=C(C=NC=C1)N(C(C1=CC(=CC(=C1)C(F)(F)F)C(F)(F)F)=O)C (N-(4-bromo-pyridin-3-yl)-N-methyl-3,5-bis-trifluoromethyl-benzamide), C(C)(C)OC1=NC=CC=C1B1OC(C)(C)C(C)(C)O1 (2-isopropoxypyridine-3-boronic acid pinacol ester), solid. Procedure details: The title compound was prepared in analogy to example 25, from N-(4-bromo-pyridin-3-yl)-N-methyl-3,5-bis-trifluoromethyl-benzamide (example 25, intermediate a) and 2-isopropoxypyridine-3-boronic acid pinacol ester (CAS RN 848243-25-4) and using DMF as reaction solvent. Off-white solid (13%). MS (ESI): m/z=483.8 [M+H]+. Yields the product C(C)(C)OC1=NC=CC=C1C1=C(C=NC=C1)N(C(C1=CC(=CC(=C1)C(F)(F)F)C(F)(F)F)=O)C (N-(2-Isopropoxy-[3,4′]bipyridinyl-3′-yl)-N-methyl-3,5-bis-trifluoromethyl-benzamide). RXN SMILES: Br[C:2]1[CH:7]=[CH:6][N:5]=[CH:4][C:3]=1[N:8]([CH3:25])[C:9](=[O:24])[C:10]1[CH:15]=[C:14]([C:16]([F:19])([F:18])[F:17])[CH:13]=[C:12]([C:20]([F:23])([F:22])[F:21])[CH:11]=1.[CH:26]([O:29][C:30]1[C:35](B2OC(C)(C)C(C)(C)O2)=[CH:34][CH:33]=[CH:32][N:31]=1)([CH3:28])[CH3:27]>CN(C=O)C>[CH:26]([O:29][C:30]1[C:35]([C:2]2[CH:7]=[CH:6][N:5]=[CH:4][C:3]=2[N:8]([CH3:25])[C:9](=[O:24])[C:10]2[CH:15]=[C:14]([C:16]([F:19])([F:18])[F:17])[CH:13]=[C:12]([C:20]([F:23])([F:22])[F:21])[CH:11]=2)=[CH:34][CH:33]=[CH:32][N:31]=1)([CH3:28])[CH3:27]. Run in CN(C)C=O (DMF). The reagents and catalysts are [Fe] (iron). Reaction SMILES: C(O)(=O)C.O.[Cl:6][C:7]1[CH:8]=[C:9]([C:14]2([C:29]([F:32])([F:31])[F:30])[O:18][N:17]=[C:16]([C:19]3[CH:20]=[CH:21][C:22]([Cl:28])=[C:23]([N+:25]([O-])=O)[CH:24]=3)[CH2:15]2)[CH:10]=[C:11]([Cl:13])[CH:12]=1>[Fe].C(O)C>[Cl:6][C:7]1[CH:8]=[C:9]([C:14]2([C:29]([F:30])([F:32])[F:31])[O:18][N:17]=[C:16]([C:19]3[CH:20]=[CH:21][C:22]([Cl:28])=[C:23]([CH:24]=3)[NH2:25])[CH2:15]2)[CH:10]=[C:11]([Cl:13])[CH:12]=1. Procedure details: An iron powder (3.46 g) was added to a mixture of acetic acid (0.38 g), water (15 ml) and ethanol (30 mL) at room temperature, and thereto was added 5-[5-(3,5-dichlorophenyl)-5-trifluoromethyl-4,5-dihydroisoxazol-3-yl]-2-chloronitrobenzene (2.73 g) obtained by Reference Production Example 19 at 75° C. After stirring at 75° C. for 50 minutes, the reaction mixture was filtrated and then the filtrate was concentrated under reduced pressure. The resulting residue was subjected to silica gel column c... The solvent is C(C)O (ethanol). Isolated yield 64.9%. Conditions: temperature 75 celsius, time 50 minute. The reactants are C(C)(=O)O (acetic acid), O (water), ClC=1C=C(C=C(C1)Cl)C1(CC(=NO1)C=1C=CC(=C(C1)[N+](=O)[O-])Cl)C(F)(F)F (5-[5-(3,5-dichlorophenyl)-5-trifluoromethyl-4,5-dihydroisoxazol-3-yl]-2-chloronitrobenzene). Product: ClC=1C=C(C=C(C1)Cl)C1(CC(=NO1)C=1C=CC(=C(N)C1)Cl)C(F)(F)F (5-[5-(3,5-dichlorophenyl)-5-trifluoromethyl-4,5-dihydroisoxazol-3-yl]-2-chloroaniline). Starting materials: BrC=1C(=C(C(=O)OCC)C=C(C1F)F)F (ethyl 3-bromo-2,4,5-trifluorobenzoate), C(CCC)C(=C(CCCC)CCCC)[Sn] (tributylvinyltin). Reagents/catalysts: [Pd].C1(=CC=CC=C1)P(C1=CC=CC=C1)C1=CC=CC=C1.C1(=CC=CC=C1)P(C1=CC=CC=C1)C1=CC=CC=C1.C1(=CC=CC=C1)P(C1=CC=CC=C1)C1=CC=CC=C1.C1(=CC=CC=C1)P(C1=CC=CC=C1)C1=CC=CC=C1 (tetrakis(triphenylphosphine) palladium (0)). Run in C1(=CC=CC=C1)C (toluene). The product is FC1=C(C(=O)OCC)C=C(C(=C1C=C)F)F (ethyl 2,4,5-trifluoro-3-vinylbenzoate). As a reaction SMILES: Br[C:2]1[C:3]([F:15])=[C:4]([CH:10]=[C:11]([F:14])[C:12]=1[F:13])[C:5]([O:7][CH2:8][CH3:9])=[O:6].[CH2:16](C([Sn])=C(CCCC)CCCC)[CH2:17]CC>C1(C)C=CC=CC=1.[Pd].C1(P(C2C=CC=CC=2)C2C=CC=CC=2)C=CC=CC=1.C1(P(C2C=CC=CC=2)C2C=CC=CC=2)C=CC=CC=1.C1(P(C2C=CC=CC=2)C2C=CC=CC=2)C=CC=CC=1.C1(P(C2C=CC=CC=2)C2C=CC=CC=2)C=CC=CC=1>[F:15][C:3]1[C:2]([CH:16]=[CH2:17])=[C:12]([F:13])[C:11]([F:14])=[CH:10][C:4]=1[C:5]([O:7][CH2:8][CH3:9])=[O:6] |f:3.4.5.6.7,^1:17|. Procedure: In 30 ml of toluene was dissolved 3.04 g of ethyl 3-bromo-2,4,5-trifluorobenzoate, and to the solution were added 5.11 g of tributylvinyltin and 0.25 g of tetrakis(triphenylphosphine) palladium (0), after which the resulting mixture was heated under reflux for two hours under a nitrogen atmosphere. The reaction mixture was concentrated under reduced pressure, and the residue obtained was purified by a column chromatography (eluent: n-hexane:ethyl acetate=100:1), to obtain a colorless, oily ethyl...